describe an organic reaction: reactants, conditions, products, and yield From a dataset of the Open Reaction Database (ORD), a public repository of structured organic reaction records. Reactants: [OH-].[Li+] (lithium hydroxide), C(C=C)N1C(=CC=C1)C(=O)OC (methyl 1-allyl-1H-pyrrole-2-carboxlate), O1CCCC1 (tetrahydrofuran), [OH-].[Li+] (lithium hydroxide). Solvent: CO (methanol). Run at temperature 60 celsius, time 5 hour. The product is C(C=C)N1C(=CC=C1)C(=O)O (1-allyl-1H-pyrrole-2-carboxlic acid). Yield: 102.4%. RXN SMILES: [CH2:1]([N:4]1[CH:8]=[CH:7][CH:6]=[C:5]1[C:9]([O:11]C)=[O:10])[CH:2]=[CH2:3].O1CCCC1.[OH-].[Li+]>CO>[CH2:1]([N:4]1[CH:8]=[CH:7][CH:6]=[C:5]1[C:9]([OH:11])=[O:10])[CH:2]=[CH2:3] |f:2.3|. Procedure: A mixture of methyl 1-allyl-1H-pyrrole-2-carboxlate (4.52 g, 27.4 mmol), tetrahydrofuran (30 ml), methanol (30 ml) and an aqueous 1N lithium hydroxide solution was stirred for 3 hours at room temperature, and for 5 hours at 60° C. Thereto was added additional lithium hydroxide (0.5 g) and the mixture was stirred for 5 hours at 60° C. Methanol and tetrahydrofuran were removed under reduced pressure and the residue was acidified with concentrated hydrochloric acid. The mixture was extracted with e...